From a dataset of the Open Reaction Database (ORD), a public repository of structured organic reaction records. describe an organic reaction: reactants, conditions, products, and yield The reactants are BrC=1C(=NNC1)C (4-bromo-3-methylpyrazole), N1=CC=CC=C1 (pyridine), FC1=C(C=CC=C1)OB(O)O (2-fluorophenylboric acid), 4A. The reagents and catalysts are C(C)(=O)[O-].[Cu+2].C(C)(=O)[O-] (copper acetate). Run in CN(C=O)C (dimethylformamide). Conditions: time 3 day. Product: BrC=1C(=NN(C1)C1=C(C=CC=C1)F)C (4-bromo-1-(2-fluorophenyl)-3-methyl-1H-pyrazole). Yield: 8.5%. Reaction SMILES: [Br:1][C:2]1[C:3]([CH3:7])=[N:4][NH:5][CH:6]=1.[F:8][C:9]1[CH:14]=[CH:13][CH:12]=[CH:11][C:10]=1OB(O)O.N1C=CC=CC=1>CN(C)C=O.C([O-])(=O)C.[Cu+2].C([O-])(=O)C>[Br:1][C:2]1[C:3]([CH3:7])=[N:4][N:5]([C:10]2[CH:11]=[CH:12][CH:13]=[CH:14][C:9]=2[F:8])[CH:6]=1 |f:4.5.6|. Reported procedure: 580 mg of 4-bromo-3-methylpyrazole, 1.0 g of 2-fluorophenylboric acid, 3.3 g of copper acetate, 1.0 g of molecular sieves 4A, and 1.6 ml of pyridine were suspended in 8.0 ml of dimethylformamide, and the mixture was stirred at room temperature for 3 days. The obtained suspended solution was filtrated by celite, and the filtrate was diluted with ethyl acetate. Organic layer was washed with 0.5 N sodium hydride, dried with sodium sulfate, and the solvents were distilled outunder reduced pressure. ... Reactants: N1CC(C(=O)OCC2=CC=CC=C2)CCC1 (benzyl nipecotate), FC1=C(C(=O)OC)C=CC=C1 (methyl 2-fluorobenzoate). Yields the product COC(=O)C1=C(C=CC=C1)N1CC(C(=O)OCC2=CC=CC=C2)CCC1 (Benzyl 1-[2-(methoxycarbonyl)phenyl]nipecotate). Yield: 17.3%. RXN SMILES: [NH:1]1[CH2:16][CH2:15][CH2:14][CH:3]([C:4]([O:6][CH2:7][C:8]2[CH:13]=[CH:12][CH:11]=[CH:10][CH:9]=2)=[O:5])[CH2:2]1.F[C:18]1[CH:27]=[CH:26][CH:25]=[CH:24][C:19]=1[C:20]([O:22][CH3:23])=[O:21]>>[CH3:23][O:22][C:20]([C:19]1[CH:24]=[CH:25][CH:26]=[CH:27][C:18]=1[N:1]1[CH2:16][CH2:15][CH2:14][CH:3]([C:4]([O:6][CH2:7][C:8]2[CH:13]=[CH:12][CH:11]=[CH:10][CH:9]=2)=[O:5])[CH2:2]1)=[O:21]. Reported procedure: Using benzyl nipecotate (5.90 g, 26.9 mmol) and methyl 2-fluorobenzoate (3.70 mL, 29.0 mmol), the same procedure was followed as in Step 1c of Example 1 to give 1.64 g (17%) of the desired compound as a colorless oil. Procedure details: 150 mg of methyl 3-chloro-4-({3-[5-methoxy-4-(pyridin-4-ylamino)pyrimidin-2-yl]-1H-indazol-1-yl}methyl)benzoate (2-11-1, 0.299 mmol, 1. eq.) were dissolved in 0.364 ml of methanol. 60 mg of sodium hydroxid (1.50 mmol, 5 eq.) were added. The reaction mixture was stirred at room temperature for 3 hours. The resulting suspension was neutralised with acetic acid. The solution was diluted with ethyl acetate. The occurred precipitate was filtered off and washed with ethyl acetate and was dried in vacu... RXN SMILES: [Cl:1][C:2]1[CH:3]=[C:4]([CH:9]=[CH:10][C:11]=1[CH2:12][N:13]1[C:21]2[C:16](=[CH:17][CH:18]=[CH:19][CH:20]=2)[C:15]([C:22]2[N:27]=[C:26]([NH:28][C:29]3[CH:34]=[CH:33][N:32]=[CH:31][CH:30]=3)[C:25]([O:35][CH3:36])=[CH:24][N:23]=2)=[N:14]1)[C:5]([O:7]C)=[O:6].[OH-].[Na+].C(O)(=O)C>CO.C(OCC)(=O)C>[Cl:1][C:2]1[CH:3]=[C:4]([CH:9]=[CH:10][C:11]=1[CH2:12][N:13]1[C:21]2[C:16](=[CH:17][CH:18]=[CH:19][CH:20]=2)[C:15]([C:22]2[N:27]=[C:26]([NH:28][C:29]3[CH:34]=[CH:33][N:32]=[CH:31][CH:30]=3)[C:25]([O:35][CH3:36])=[CH:24][N:23]=2)=[N:14]1)[C:5]([OH:7])=[O:6] |f:1.2|. Starting materials: [OH-].[Na+] (sodium hydroxid), ClC=1C=C(C(=O)OC)C=CC1CN1N=C(C2=CC=CC=C12)C1=NC=C(C(=N1)NC1=CC=NC=C1)OC (methyl 3-chloro-4-({3-[5-methoxy-4-(pyridin-4-ylamino)pyrimidin-2-yl]-1H-indazol-1-yl}methyl)benzoate), C(C)(=O)O (acetic acid). Reaction conditions: time 3 hour. The product is ClC=1C=C(C(=O)O)C=CC1CN1N=C(C2=CC=CC=C12)C1=NC=C(C(=N1)NC1=CC=NC=C1)OC (3-chloro-4-({3-[5-methoxy-4-(pyridin-4-ylamino)pyrimidin-2-yl]-1H-indazol-1-yl}methyl)benzoic acid). Solvent: C(C)(=O)OCC (ethyl acetate), CO (methanol). As a reaction SMILES: [Br:1][c:2]1[c:3]([O:4][CH2:5][C:6](=[O:7])[OH:8])[cH:9][cH:10][c:11]([F:13])[cH:12]1.[CH:14]([CH3:15])([CH3:16])[NH:17][NH:18][C:19](=[O:20])[c:21]1[s:22][cH:23][cH:24][cH:25]1.[CH:26]([N:27]([CH:28]([CH3:29])[CH3:30])[CH2:31][CH3:32])([CH3:33])[CH3:34].[O:35]=[CH:36][N:37]([CH3:38])[CH3:39]>>[Br:1][c:2]1[c:3]([O:4][CH2:5][C:6](=[O:8])[N:17]([CH:14]([CH3:15])[CH3:16])[NH:18][C:19](=[O:20])[c:21]2[s:22][cH:23][cH:24][cH:25]2)[cH:9][cH:10][c:11]([F:13])[cH:12]1. Product: CC(C)N(NC(=O)c1cccs1)C(=O)COc1ccc(F)cc1Br. Reactants: O=C(O)COc1ccc(F)cc1Br, CC(C)NNC(=O)c1cccs1, CCN(C(C)C)C(C)C, CN(C)C=O. The reactants are CCOC(OCC)N(C)C, Cc1ccccc1, Nc1n[nH]c2ncnc(Nc3cccc(Cl)c3)c12. Product: CN(C)C=Nc1n[nH]c2ncnc(Nc3cccc(Cl)c3)c12. As a reaction SMILES: [CH2:19]([O:20][CH:22]([O:21][CH2:26][CH3:27])[N:23]([CH3:24])[CH3:25])[CH3:28].[CH3:29][c:30]1[cH:31][cH:32][cH:33][cH:34][cH:35]1.[NH2:1][c:2]1[n:3][nH:4][c:5]2[n:6][cH:7][n:8][c:9]([NH:11][c:12]3[cH:13][c:14]([Cl:18])[cH:15][cH:16][cH:17]3)[c:10]12>>[N:1]([c:2]1[n:3][nH:4][c:5]2[n:6][cH:7][n:8][c:9]([NH:11][c:12]3[cH:13][c:14]([Cl:18])[cH:15][cH:16][cH:17]3)[c:10]12)=[CH:22][N:23]([CH3:24])[CH3:25].